This data is from the Open Reaction Database (ORD), a public repository of structured organic reaction records. The task is: describe an organic reaction: reactants, conditions, products, and yield Starting materials: ClC1=CC=C(C=C1)C1=NC=2N(C(=C1)C(F)(F)F)N=CC2C(=O)O (5-(4-chloro-phenyl)-7-trifluoromethyl-pyrazolo[1,5-a]pyrimidine-3-carboxylic acid), OCC(C)(C)NS(=O)(=O)C=1SC(=C(C1)N)Cl (4-amino-5-chloro-thiophene-2-sulfonic acid (2-hydroxy-1,1-dimethyl-ethyl)-amide). The product is ClC=1SC(=CC1NC(=O)C=1C=NN2C1N=C(C=C2C(F)(F)F)C2=CC=C(C=C2)Cl)S(NC(CO)(C)C)(=O)=O (5-(4-Chloro-phenyl)-7-trifluoromethyl-pyrazolo[1,5-a]pyrimidine-3-carboxylic acid [2-chloro-5-(2-hydroxy-1,1-dimethyl-ethylsulfamoyl)-thiophen-3-yl]-amide). RXN SMILES: [Cl:1][C:2]1[CH:7]=[CH:6][C:5]([C:8]2[CH:13]=[C:12]([C:14]([F:17])([F:16])[F:15])[N:11]3[N:18]=[CH:19][C:20]([C:21](O)=[O:22])=[C:10]3[N:9]=2)=[CH:4][CH:3]=1.[OH:24][CH2:25][C:26]([NH:29][S:30]([C:33]1[S:34][C:35]([Cl:39])=[C:36]([NH2:38])[CH:37]=1)(=[O:32])=[O:31])([CH3:28])[CH3:27]>>[Cl:39][C:35]1[S:34][C:33]([S:30](=[O:32])(=[O:31])[NH:29][C:26]([CH3:27])([CH3:28])[CH2:25][OH:24])=[CH:37][C:36]=1[NH:38][C:21]([C:20]1[CH:19]=[N:18][N:11]2[C:12]([C:14]([F:15])([F:17])[F:16])=[CH:13][C:8]([C:5]3[CH:4]=[CH:3][C:2]([Cl:1])=[CH:7][CH:6]=3)=[N:9][C:10]=12)=[O:22]. Procedure: The title compound was prepared from 5-(4-chloro-phenyl)-7-trifluoromethyl-pyrazolo[1,5-a]pyrimidine-3-carboxylic acid (example C.4) and 4-amino-5-chloro-thiophene-2-sulfonic acid (2-hydroxy-1,1-dimethyl-ethyl)-amide (example B.2) according to general procedure II. Yellow solid. MS (ISP) 605.8 [(M−H)−]; mp 272° C. Starting materials: OCCCN1CC(OC(C1)C)C (4-(3-hydroxypropyl)-2,6-dimethylmorpholine), C1(=CC=CC=C1)P(C1=CC=CC=C1)C1=CC=CC=C1 (triphenylphosphine), C(Cl)(Cl)(Cl)Cl (carbon tetrachloride). Product: ClCCCN1CC(OC(C1)C)C (4-(3-Chloropropyl)-2,6-dimethylmorpholine). As a reaction SMILES: O[CH2:2][CH2:3][CH2:4][N:5]1[CH2:10][CH:9]([CH3:11])[O:8][CH:7]([CH3:12])[CH2:6]1.C1(P(C2C=CC=CC=2)C2C=CC=CC=2)C=CC=CC=1.C(Cl)(Cl)(Cl)[Cl:33]>>[Cl:33][CH2:2][CH2:3][CH2:4][N:5]1[CH2:10][CH:9]([CH3:11])[O:8][CH:7]([CH3:12])[CH2:6]1. Procedure details: This intermediate (2.3 g.) was prepared using the procedure described in Example 4c except using 5.0 g. (28 mmoles) of 4-(3-hydroxypropyl)-2,6-dimethylmorpholine and 9.5 g. (30 mmoles) of triphenylphosphine in 50 ml. of carbon tetrachloride and was isolated as a colorless liquid. Reactants: FC1=C(CBr)C(=CC=C1)F (2,6-difluorobenzyl bromide), OC1=NC=CC(=C1)C (2-hydroxy-4-methylpyridine). The reagents and catalysts are C([O-])([O-])=O.[Ag+2] (silver carbonate). Solvent: C1CCOC1 (THF). Product: FC1=C(COC2=NC=CC(=C2)C)C(=CC=C1)F (2-[(2,6-Difluorobenzyl)oxy]-4-methylpyridine). Isolated yield 61.7%. Reaction SMILES: [F:1][C:2]1[CH:9]=[CH:8][CH:7]=[C:6]([F:10])[C:3]=1[CH2:4]Br.[OH:11][C:12]1[CH:17]=[C:16]([CH3:18])[CH:15]=[CH:14][N:13]=1>C1COCC1.C(=O)([O-])[O-].[Ag+2]>[F:1][C:2]1[CH:9]=[CH:8][CH:7]=[C:6]([F:10])[C:3]=1[CH2:4][O:11][C:12]1[CH:17]=[C:16]([CH3:18])[CH:15]=[CH:14][N:13]=1 |f:3.4|. Procedure: A mixture of 5.00 g (24.2 mmol, 1.0 eq.) of 2,6-difluorobenzyl bromide [CAS No: 85118-00-9] and 3.16 g (29.0 mmol, 1.2 eq.) of 2-hydroxy-4-methylpyridine [CAS No: 13466-41-6] was dissolved in 50 ml of THF. The solution was admixed with 7.99 g (29.0 mmol, 1.2 eq.) of silver carbonate and the mixture was heated to reflux with exclusion of light overnight. Subsequently, the reaction mixture was filtered through kieselguhr and eluted with ethyl acetate, and the filtrate was concentrated. The crude p... Starting materials: CC1=CC=C(C=C1)C=1C(=CC=CC1)C#N (4'-methylbiphenyl-2-carbonitrile), BrN1C(CCC1=O)=O (N-bromosuccinimide), C1(CCC(N1)=O)=O (succinimide). The reagents and catalysts are N(=NC(C#N)(CC(C)C)C)C(C#N)(CC(C)C)C (2,2'-azobis (2,4-dimethylvaleronitrile)). The solvent is C(Cl)Cl (methylene chloride), C(Cl)Cl (methylene chloride), O (water), O (water). Run at temperature 0 celsius, time 3 hour. The product is BrCC1=CC=C(C=C1)C=1C(=CC=CC1)C#N (4'-bromomethylbiphenyl-2-carbonitrile). Yield: 80.4%. Reaction SMILES: [CH3:1][C:2]1[CH:7]=[CH:6][C:5]([C:8]2[C:9]([C:14]#[N:15])=[CH:10][CH:11]=[CH:12][CH:13]=2)=[CH:4][CH:3]=1.[Br:16]N1C(=O)CCC1=O.C1(=O)NC(=O)CC1>N(C(C)(CC(C)C)C#N)=NC(C)(CC(C)C)C#N.C(Cl)Cl.O>[Br:16][CH2:1][C:2]1[CH:3]=[CH:4][C:5]([C:8]2[C:9]([C:14]#[N:15])=[CH:10][CH:11]=[CH:12][CH:13]=2)=[CH:6][CH:7]=1. Procedure: A four-necked glass flask equipped with a stirrer and reflux condenser was charged with 180 g of methylene chloride, 63.2 g of 4'-methylbiphenyl-2-carbonitrile, 58.8 g of N-bromosuccinimide and 90 mg of 2,2'-azobis (2,4-dimethylvaleronitrile) and the reaction was conducted under reflux with stirring at an internal temperature of 45°-47° C. for 3 hours. Refluxing was further continued for 1 hour and after cooling to an internal temperature of 35°-38° C., the reaction mixture was treated with 200 ... Starting materials: CCOC(C)=O, O=[N+]([O-])c1cc(C(F)(F)F)cnc1Cl, [Na+], O, O, O=C([O-])O, Cl[Sn]Cl. The product is Nc1cc(C(F)(F)F)cnc1Cl. Reaction SMILES: [CH3:25][CH2:26][O:27][C:28](=[O:29])[CH3:30].[Cl:1][c:2]1[n:3][cH:4][c:5]([C:11]([F:12])([F:13])[F:14])[cH:6][c:7]1[N+:8]([O-:9])=[O:10].[Na+:20].[OH2:15].[OH2:16].[OH:21][C:22](=[O:23])[O-:24].[Sn:17]([Cl:18])[Cl:19]>>[Cl:1][c:2]1[n:3][cH:4][c:5]([C:11]([F:12])([F:13])[F:14])[cH:6][c:7]1[NH2:8].